This data is from the Open Reaction Database (ORD), a public repository of structured organic reaction records. The task is: describe an organic reaction: reactants, conditions, products, and yield The reactants are Cn1c(=O)cc2c3c(c(Br)ccc31)C(=O)c1ccccc1-2, O=C([O-])[O-], CC(=O)[O-], CC(=O)[O-], CO, Clc1ccccc1Cl, [I-], [K+], [K+], [K+], Cc1ccc(N2C(=O)c3cccc4c(N)ccc(c34)C2=O)c(C)c1. The product is Cc1ccc(N2C(=O)c3cccc4c(Nc5ccc6c7c(cc(=O)n6C)-c6ccccc6C(=O)c57)ccc(c34)C2=O)c(C)c1. As a reaction SMILES: [Br:41][c:42]1[c:43]2[c:44]3[c:45]([cH:46][c:47](=[O:53])[n:48]([CH3:52])[c:49]3[cH:50][cH:51]1)-[c:54]1[cH:55][cH:56][cH:57][cH:58][c:59]1[C:60]2=[O:61].[C:30](=[O:31])([O-:32])[O-:33].[CH3:26][C:27](=[O:28])[O-:29].[CH3:36][C:37](=[O:38])[O-:39].[CH3:62][OH:63].[Cl:64][c:65]1[cH:66][cH:67][cH:68][cH:69][c:70]1[Cl:71].[I-:40].[K+:25].[K+:34].[K+:35].[NH2:1][c:2]1[cH:3][cH:4][c:5]2[c:14]3[c:9]([cH:10][cH:11][cH:12][c:13]13)[C:8](=[O:15])[N:7]([c:16]1[c:17]([CH3:23])[cH:18][c:19]([CH3:22])[cH:20][cH:21]1)[C:6]2=[O:24]>>[NH:1]([c:2]1[cH:3][cH:4][c:5]2[c:14]3[c:9]([cH:10][cH:11][cH:12][c:13]13)[C:8](=[O:15])[N:7]([c:16]1[c:17]([CH3:23])[cH:18][c:19]([CH3:22])[cH:20][cH:21]1)[C:6]2=[O:24])[c:42]1[c:43]2[c:44]3[c:45]([cH:46][c:47](=[O:53])[n:48]([CH3:52])[c:49]3[cH:50][cH:51]1)-[c:54]1[cH:55][cH:56][cH:57][cH:58][c:59]1[C:60]2=[O:61]. Reactants: BrC1=CC2=C(SC=C2C(=O)OCC)C=C1OC (Ethyl 5-bromo-6-methoxybenzo[b]thiophene-3-carboxylate), [OH-].[Na+] (sodium hydroxide). Solvent: C(C)O (ethanol), O (water). Conditions: time 16 hour. The product is BrC1=CC2=C(SC=C2C(=O)O)C=C1OC (5-Bromo-6-methoxybenzo[b]thiophene-3-carboxylic acid). Isolated yield 96.4%. As a reaction SMILES: [Br:1][C:2]1[C:15]([O:16][CH3:17])=[CH:14][C:5]2[S:6][CH:7]=[C:8]([C:9]([O:11]CC)=[O:10])[C:4]=2[CH:3]=1.[OH-].[Na+]>C(O)C.O>[Br:1][C:2]1[C:15]([O:16][CH3:17])=[CH:14][C:5]2[S:6][CH:7]=[C:8]([C:9]([OH:11])=[O:10])[C:4]=2[CH:3]=1 |f:1.2|. Procedure: Ethyl 5-bromo-6-methoxybenzo[b]thiophene-3-carboxylate (D4) (0.42 g, 0.0013 mole) in ethanol (20 ml) and water (5 ml) was treated with sodium hydroxide powder (0.14 g, 0.0035 mole). The reaction mixture was heated under reflux for 2 hours and stirred at ambient temperature for 16 hours. The solvent was removed in vacuo and the residue diluted with water (25 ml), acidified with 5N hydrochloric acid, extracted into ethyl acetate, dried (Na2SO4) and evaporated in vacuo to afford the title compound ...